This data is from the Open Reaction Database (ORD), a public repository of structured organic reaction records. The task is: describe an organic reaction: reactants, conditions, products, and yield Reaction SMILES: [C:20](=[O:21])([O-:22])[O-:23].[CH3:28][N:29]([CH3:30])[CH:31]=[O:32].[Cl:1][c:2]1[n:3][cH:4][c:5]2[c:6]([n:19]1)[N:7]([CH:13]1[CH2:14][CH2:15][CH2:16][CH2:17][CH2:18]1)[CH2:8][CH2:9][C:10](=[O:12])[NH:11]2.[Cs+:24].[Cs+:25].[I:26][CH3:27].[OH2:33]>>[Cl:1][c:2]1[n:3][cH:4][c:5]2[c:6]([n:19]1)[N:7]([CH:13]1[CH2:14][CH2:15][CH2:16][CH2:17][CH2:18]1)[CH2:8][CH2:9][C:10](=[O:12])[N:11]2[CH3:20]. Starting materials: O=C([O-])[O-], CN(C)C=O, O=C1CCN(C2CCCCC2)c2nc(Cl)ncc2N1, [Cs+], [Cs+], CI, O. Yields the product CN1C(=O)CCN(C2CCCCC2)c2nc(Cl)ncc21. Reactants: C(=O)(O)[O-].[Na+] (NaHCO3), C1(=CC=CC=C1)C(C=O)C (2-phenylpropionaldehyde), C(C=C)O (allyl alcohol), C1(=CC=C(C=C1)S(=O)(=O)O)C (p-toluene sulfonic acid). The solvent is O (H2O), C1=CC=CC=C1 (benzene). The product is CC(C=O)(CC=C)C1=CC=CC=C1 (2-methyl-2-phenyl-pent-4-enal). Reaction SMILES: [C:1]1([CH:7]([CH3:10])[CH:8]=[O:9])[CH:6]=[CH:5][CH:4]=[CH:3][CH:2]=1.[CH2:11](O)[CH:12]=[CH2:13].C1(C)C=CC(S(O)(=O)=O)=CC=1.C([O-])(O)=O.[Na+]>C1C=CC=CC=1.O>[CH3:10][C:7]([C:1]1[CH:6]=[CH:5][CH:4]=[CH:3][CH:2]=1)([CH2:13][CH:12]=[CH2:11])[CH:8]=[O:9] |f:3.4|. Procedure: A solution of 2-phenylpropionaldehyde (9.90 mL, 74.5 mmol), allyl alcohol (20.4 mL, 300 mmol) and p-toluene sulfonic acid (0.8560 g, 4.5 mmol) in benzene (37 mL) was heated to reflux for 19 hours and a Dean-Stark trap was used to collect the water formed. The mixture was cooled to room temperature and saturated aqueous NaHCO3 (5 mL) and H2O (5 mL) were added. The phases were separated and the organic layer was washed a second time with saturated aqueous NaHCO3 (5 mL) and H2O (5 mL). The organic ... Starting materials: ClC=1C2=C(N=C(N1)N1CCOCC1)N(CC2)C2=CC=NC=C2 (4-chloro-2-morpholin-4-yl-7-pyridin-4-yl-6,7-dihydro-5H-pyrrolo[2,3-d]pyrimidine), C(#N)C=1C=C(C=CC1F)B(O)O (3-cyano-4-fluorophenylboronic acid), COC=1C=CC=C(C1C=2C=CC=CC2P(C3CCCCC3)C4CCCCC4)OC (S-Phos), [OH-].[Na+] (sodium hydroxide). The reagents and catalysts are C(C)(=O)[O-].[Pd+2].C(C)(=O)[O-] (palladium acetate). Run in C(C)(C)(C)O (t-butanol). Reaction conditions: temperature 100 celsius, time 3 hour. Yields the product FC1=C(C#N)C=C(C=C1)C=1C2=C(N=C(N1)N1CCOCC1)N(CC2)C2=CC=NC=C2 (2-Fluoro-5-(2-morpholin-4-yl-7-pyridin-4-yl-6,7-dihydro-5H-pyrrolo[2,3-d]pyrimidin-4-yl)-benzonitrile). Isolated yield 24.5%. RXN SMILES: Cl[C:2]1[C:3]2[CH2:16][CH2:15][N:14]([C:17]3[CH:22]=[CH:21][N:20]=[CH:19][CH:18]=3)[C:4]=2[N:5]=[C:6]([N:8]2[CH2:13][CH2:12][O:11][CH2:10][CH2:9]2)[N:7]=1.[C:23]([C:25]1[CH:26]=[C:27](B(O)O)[CH:28]=[CH:29][C:30]=1[F:31])#[N:24].COC1C=CC=C(OC)C=1C1C=CC=CC=1P(C1CCCCC1)C1CCCCC1.[OH-].[Na+]>C([O-])(=O)C.[Pd+2].C([O-])(=O)C.C(O)(C)(C)C>[F:31][C:30]1[CH:29]=[CH:28][C:27]([C:2]2[C:3]3[CH2:16][CH2:15][N:14]([C:17]4[CH:22]=[CH:21][N:20]=[CH:19][CH:18]=4)[C:4]=3[N:5]=[C:6]([N:8]3[CH2:13][CH2:12][O:11][CH2:10][CH2:9]3)[N:7]=2)=[CH:26][C:25]=1[C:23]#[N:24] |f:3.4,5.6.7|. Procedure: To 4-chloro-2-morpholin-4-yl-7-pyridin-4-yl-6,7-dihydro-5H-pyrrolo[2,3-d]pyrimidine (10 mg, 0.0315 mmol), 3-cyano-4-fluorophenylboronic acid (10.4 mg, 0.0630 mmol), palladium acetate (1.4 mg, 0.0063 mmol), S-Phos (5.2 mg, 0.0126 mmol) and sodium hydroxide (2.5 mg, 0.063 mmol), t-butanol (1 ml) was added, followed by being degassed under ultrasonic irradiation. This was stirred at 100° C. for 3 hours, followed by extraction with ethyl acetate with the addition of water, and the organic layer was ... The reactants are O=C1Cc2cc(Br)ccc2N1, C1CCNCC1, Cc1c(C=O)[nH]c2ccccc12, CCO. The product is Cc1c(C=C2C(=O)Nc3ccc(Br)cc32)[nH]c2ccccc12. As a reaction SMILES: [Br:1][c:2]1[cH:3][c:4]2[c:8]([cH:9][cH:10]1)[NH:7][C:6](=[O:11])[CH2:5]2.[CH2:24]1[CH2:25][CH2:26][NH:27][CH2:28][CH2:29]1.[CH3:12][c:13]1[c:14]([CH:22]=[O:23])[nH:15][c:16]2[cH:17][cH:18][cH:19][cH:20][c:21]12.[CH3:30][CH2:31][OH:32]>>[Br:1][c:2]1[cH:3][c:4]2[c:8]([cH:9][cH:10]1)[NH:7][C:6](=[O:11])[C:5]2=[CH:22][c:14]1[c:13]([CH3:12])[c:21]2[c:16]([nH:15]1)[cH:17][cH:18][cH:19][cH:20]2. Reactants: C(C)(=O)OC(C)=O (acetic anhydride), CNC1=CC(=CC(=C1)[N+](=O)[O-])[N+](=O)[O-] (N-methyl-3,5-dinitroaniline), ice water. As a reaction SMILES: C(O[C:5](=[O:7])C)(=O)C.[CH3:8][NH:9][C:10]1[CH:15]=[C:14]([N+:16]([O-:18])=[O:17])[CH:13]=[C:12]([N+:19]([O-:21])=[O:20])[CH:11]=1>C(O)=O>[N+:16]([C:14]1[CH:15]=[C:10]([CH:11]=[C:12]([N+:19]([O-:21])=[O:20])[CH:13]=1)[N:9]([CH3:8])[CH:5]=[O:7])([O-:18])=[O:17]. Conditions: time 30 minute. Procedure: A mixture of formic acid (10 ml.) and acetic anhydride (5 ml.) was stirred at room temperature for 30 minutes. N-methyl-3,5-dinitroaniline (5.0 g.) was then added and the reaction mixture was heated on a steam bath for 10 minutes. The mixture was allowed to cool to room temperature during 40 minutes, then poured into ice-water and the precipitate was filtered off. Recrystallisation from methanol gave 3',5'-dinitro-N-methylformanilide (2.2 g.), m.p. 93°-94°C. Product: [N+](=O)([O-])C=1C=C(N(C=O)C)C=C(C1)[N+](=O)[O-] (3',5'-dinitro-N-methylformanilide). The solvent is C(=O)O (formic acid). Reactants: CC(C)COc1ccc(Br)cc1[N+](=O)[O-], COC(=O)c1ccc(Br)s1, CC(=O)[O-], Cc1ccccc1, [K+], [Na+], [Na+], O=C([O-])[O-], c1ccc(P(c2ccccc2)c2ccccc2)cc1, c1ccc(P(c2ccccc2)(c2ccccc2)[Pd](P(c2ccccc2)(c2ccccc2)c2ccccc2)(P(c2ccccc2)(c2ccccc2)c2ccccc2)P(c2ccccc2)(c2ccccc2)c2ccccc2)cc1. Yields the product COC(=O)c1ccc(-c2ccc(OCC(C)C)c([N+](=O)[O-])c2)s1. Reaction SMILES: [Br:1][c:2]1[cH:3][c:4]([N+:13](=[O:14])[O-:15])[c:5]([O:8][CH2:9][CH:10]([CH3:11])[CH3:12])[cH:6][cH:7]1.[Br:40][c:41]1[cH:42][cH:43][c:44]([C:46](=[O:47])[O:48][CH3:49])[s:45]1.[CH3:36][C:37](=[O:38])[O-:39].[CH3:56][c:57]1[cH:58][cH:59][cH:60][cH:61][cH:62]1.[K+:35].[Na+:50].[Na+:51].[O-:52][C:53](=[O:54])[O-:55].[c:16]1([P:17]([c:18]2[cH:19][cH:20][cH:21][cH:22][cH:23]2)[c:24]2[cH:25][cH:26][cH:27][cH:28][cH:29]2)[cH:30][cH:31][cH:32][cH:33][cH:34]1.[cH:63]1[cH:64][cH:65][c:66]([P:67]([Pd:68]([P:69]([c:70]2[cH:71][cH:72][cH:73][cH:74][cH:75]2)([c:76]2[cH:77][cH:78][cH:79][cH:80][cH:81]2)[c:82]2[cH:83][cH:84][cH:85][cH:86][cH:87]2)([P:88]([c:89]2[cH:90][cH:91][cH:92][cH:93][cH:94]2)([c:95]2[cH:96][cH:97][cH:98][cH:99][cH:100]2)[c:101]2[cH:102][cH:103][cH:104][cH:105][cH:106]2)[P:107]([c:108]2[cH:109][cH:110][cH:111][cH:112][cH:113]2)([c:114]2[cH:115][cH:116][cH:117][cH:118][cH:119]2)[c:120]2[cH:121][cH:122][cH:123][cH:124][cH:125]2)([c:126]2[cH:127][cH:128][cH:129][cH:130][cH:131]2)[c:132]2[cH:133][cH:134][cH:135][cH:136][cH:137]2)[cH:138][cH:139]1>>[c:2]1(-[c:41]2[cH:42][cH:43][c:44]([C:46](=[O:47])[O:48][CH3:49])[s:45]2)[cH:3][c:4]([N+:13](=[O:14])[O-:15])[c:5]([O:8][CH2:9][CH:10]([CH3:11])[CH3:12])[cH:6][cH:7]1.